Dataset: the Open Reaction Database (ORD), a public repository of structured organic reaction records. Task: describe an organic reaction: reactants, conditions, products, and yield The reactants are Cl (hydrochloric acid), [H-].[Na+] (sodium hydride), CI (methyl iodide), CI (methyl iodide), [Cl-].[Na+] (sodium chloride), CI (methyl iodide), ClC1=C(C(=O)O)C=CC(=C1C1=NNC(=C1)C(=O)C)Cl (2,4-dichloro-3-(5-methylcarbonyl-1H-pyrazol-3-yl)benzoic acid), [H-].[Na+] (sodium hydride). Run in O1CCCC1 (tetrahydrofuran). Conditions: temperature 50 celsius, time 1 hour. The product is ClC1=C(C(=O)O)C=CC(=C1C1=CC(=NN1C)C(=O)C)Cl (2,4-dichloro-3-(1-methyl-3-methylcarbonyl-1H-pyrazol-5-yl)benzoic acid). Yield: 59.6%. RXN SMILES: [Cl:1][C:2]1[C:10]([C:11]2[CH:15]=[C:14]([C:16]([CH3:18])=[O:17])[NH:13][N:12]=2)=[C:9]([Cl:19])[CH:8]=[CH:7][C:3]=1[C:4]([OH:6])=[O:5].[H-].[Na+].[CH3:22]I.[Cl-].[Na+].Cl>O1CCCC1>[Cl:1][C:2]1[C:10]([C:11]2[N:12]([CH3:22])[N:13]=[C:14]([C:16]([CH3:18])=[O:17])[CH:15]=2)=[C:9]([Cl:19])[CH:8]=[CH:7][C:3]=1[C:4]([OH:6])=[O:5] |f:1.2,4.5|. Procedure: At room temperature and under protective gas, 2.0 g (6.7 mmol) of 2,4-dichloro-3-(5-methylcarbonyl-1H-pyrazol-3-yl)benzoic acid in 50 ml of tetrahydrofuran were added dropwise to 0.40 g (16.7 mmol) of sodium hydride. The mixture was stirred for 1 hour, 4.8 g (33.4 mmol) of methyl iodide were added, the mixture was stirred for 10 hours and another 4.8 g (33.4 mmol) of methyl iodide were added, the mixture was stirred at 50° C. for 5 hours and 0.16 g (6.7 mmol) of sodium hydride and another 4.8 g ... The reactants are ClC1=C(C=CC(=C1)C(=O)O)CC#N (2-(2-Chloro-4-carboxyphenyl)-acetonitrile), NC(O)=N (isourea), [C-]#N.[Na+] (NaCN). Run in C(Cl)Cl (DCM), CN(C)C=O (DMF), CN(C)C=O (DMF), O (water), C(C)(=O)OCC (ethyl acetate). Conditions: temperature 0 celsius, time 0.5 hour. The product is C(C)(C)(C)OC(C1=CC(=C(C=C1)CC#N)Cl)=O (tert-Butyl-4-(cyanomethyl)-3-chlorobenzoate). Isolated yield 95.3%. RXN SMILES: [C-]#N.[Na+].[Cl:4][C:5]1[CH:10]=[C:9]([C:11]([OH:13])=[O:12])[CH:8]=[CH:7][C:6]=1[CH2:14][C:15]#[N:16].NC(=N)O>CN(C=O)C.O.C(OCC)(=O)C.C(Cl)Cl>[C:6]([O:12][C:11](=[O:13])[C:9]1[CH:8]=[CH:7][C:6]([CH2:14][C:15]#[N:16])=[C:5]([Cl:4])[CH:10]=1)([CH3:14])([CH3:7])[CH3:5] |f:0.1|. Procedure: The foregoing compound was dissolved in DMF (3 mL) and cooled to 0° C. NaCN (2 equ) dissolved in 1 mL of water and 2 mL of DMF were added to the solution and the reaction mixture was stirred for 0.5 h. After diluting the mixture with ethyl acetate it was washed with aqueous ammonium sulfate and brine, dried (Na2SO4), filtered and evaporated to give a yellow solid which was directly used in the esterification step. 2-(2-Chloro-4-carboxyphenyl)-acetonitrile (0.391 g, 2 mmol) was treated with 2 equ...